Dataset: the Open Reaction Database (ORD), a public repository of structured organic reaction records. Task: describe an organic reaction: reactants, conditions, products, and yield Reactants: ClCC(C)Cl (1,2-dichloropropane), C(Cl)C1CO1 (epichlorohydrin), CC(C=O)=CCC (2-methyl-2-pentenal). Product: C=CCCCCCCCC (1-decene). Reaction SMILES: Cl[CH2:2][CH:3](Cl)[CH3:4].[CH2:6]([CH:8]1O[CH2:9]1)Cl.[CH3:11][C:12](=[CH:15][CH2:16]C)C=O>>[CH2:4]=[CH:3][CH2:2][CH2:6][CH2:8][CH2:9][CH2:11][CH2:12][CH2:15][CH3:16]. Procedure: Column 2 separates the lighter boiling 1,2-dichloropropane, residual epichlorohydrin, and 2-methyl-2-pentenal in the overheads and obtains 1-decene and DCP at the bottom. Stream details for Column 2 are shown in Table 5. Reactants: OC(C)C1(CCCCC1)C(=O)OCC (ethyl 1-(1-hyroxyethyl)-1-cyclohexyl-carboxylate), O=P12OP3(=O)OP(=O)(O1)OP(=O)(O2)O3 (P2O5). Solvent: C1=CC=CC=C1 (benzene). Yields the product C(=C)C1(CCCCC1)C(=O)OCC (ethyl 1-vinyl-cyclohexyl-carboxylate). Isolated yield 55.0%. Reaction SMILES: O[CH:2]([C:4]1([C:10]([O:12][CH2:13][CH3:14])=[O:11])[CH2:9][CH2:8][CH2:7][CH2:6][CH2:5]1)[CH3:3].O=P12OP3(OP(OP(O3)(O1)=O)(=O)O2)=O>C1C=CC=CC=1>[CH:2]([C:4]1([C:10]([O:12][CH2:13][CH3:14])=[O:11])[CH2:9][CH2:8][CH2:7][CH2:6][CH2:5]1)=[CH2:3]. Procedure: 12 g (0.06 mole) of ethyl 1-(1-hyroxyethyl)-1-cyclohexyl-carboxylate were heated at 90° C. for 3 hours in 100 cm3 of benzene in the presence of 12 g of P2O5. The brown benzenic solution was washed in the cool with water, then distilled. The ethyl 1-vinyl-cyclohexyl-carboxylate was obtained with a yield of 55% (6 g) in the form of a colourless liquid. As a reaction SMILES: [CH3:17][N+:18]1([O-:19])[CH2:20][CH2:21][O:22][CH2:23][CH2:24]1.[CH3:33][CH2:34][CH2:35][N+:36]([CH2:37][CH2:38][CH3:39])([CH2:40][CH2:41][CH3:42])[CH2:43][CH2:44][CH3:45].[Cl:25][CH2:26][Cl:27].[O-:28][Ru:29](=[O:30])(=[O:31])=[O:32].[O:1]1[CH2:2][O:3][c:4]2[c:5]1[cH:6][cH:7][c:8]([CH2:10][N:11]1[CH:12]=[C:13]([OH:16])[CH2:14][CH2:15]1)[cH:9]2>>[O:1]1[CH2:2][O:3][c:4]2[c:5]1[cH:6][cH:7][c:8]([CH2:10][N:11]1[CH2:12][C:13](=[O:16])[CH2:14][CH2:15]1)[cH:9]2. Reactants: C[N+]1([O-])CCOCC1, CCC[N+](CCC)(CCC)CCC, ClCCl, O=[Ru](=O)(=O)[O-], OC1=CN(Cc2ccc3c(c2)OCO3)CC1. The product is O=C1CCN(Cc2ccc3c(c2)OCO3)C1. The reactants are ( V ), FC(F)(F)C1=C(C=CC=C1)C1(CN(C(C1)C1=C(C=CC=C1)C(F)(F)F)C=1C(=C(C(=O)Cl)C=CC1)[N+](=O)[O-])C(F)(F)F (3-[3,5-bis(trifluoromethylphenyl]-3-(trifluoromethyl)pyrrolidin-1-yl]-2-nitrobenzoyl chloride), ClC=1C=C(C=C(C1)Cl)C1(CN(CC1)C1=CC=C(C(=O)Cl)C=C1)C(F)(F)F (4-[3-(3,5-dichlorophenyl)-3-(trifluoromethyl)pyrrolidin-1-yl)benzoyl chloride), ClC=1C=C(C=C(C1)Cl)C1(CN(CC1)C1=CC(=C(C(=O)Cl)C=C1)[N+](=O)[O-])C(F)(F)F (4-(3-(3,5-dichlorophenyl)-3-(trifluoromethyl)pyrrolidin-1-yl]-2-nitrobenzoylchloride). Product: ClC=1C=C(C=C(C1)Cl)C1(CN(CC1)C1=CC=C(C(=O)O)C=C1)C(F)(F)F (4-[3-(3,5-dichlorophenyl)-3-(trifluoromethyl)pyrrolidin-1-yl]benzoic acid). RXN SMILES: [Cl:1][C:2]1[CH:3]=[C:4]([C:9]2([C:23]([F:26])([F:25])[F:24])[CH2:13][CH2:12][N:11]([C:14]3[CH:22]=[CH:21][C:17]([C:18](Cl)=[O:19])=[CH:16][CH:15]=3)[CH2:10]2)[CH:5]=[C:6]([Cl:8])[CH:7]=1.ClC1C=C(C2(C(F)(F)F)CCN(C3C=CC(C(Cl)=[O:45])=C([N+]([O-])=O)C=3)C2)C=C(Cl)C=1.FC(C1C=CC=CC=1C1(C(F)(F)F)CC(C2C=CC=CC=2C(F)(F)F)N(C2C([N+]([O-])=O)=C(C=CC=2)C(Cl)=O)C1)(F)F>>[Cl:8][C:6]1[CH:5]=[C:4]([C:9]2([C:23]([F:25])([F:26])[F:24])[CH2:13][CH2:12][N:11]([C:14]3[CH:15]=[CH:16][C:17]([C:18]([OH:19])=[O:45])=[CH:21][CH:22]=3)[CH2:10]2)[CH:3]=[C:2]([Cl:1])[CH:7]=1. Procedure details: Representative compounds of the formula (V) and formula (V-a), respectively, include: 4-[3-(3,5-dichlorophenyl)-3-(trifluoromethyl)pyrrolidin-1-yl)benzoyl chloride; 4-(3-(3,5-dichlorophenyl)-3-(trifluoromethyl)pyrrolidin-1-yl]-2-nitrobenzoylchloride; 4-(3-[3,5-bis(trifluoromethylphenyl]-3-(trifluoromethyl)pyrrolidin-1-yl]-2-nitrobenzoyl chloride and the like. Starting materials: COC(=O)n1ncc2c(NC(=O)NC3CCOc4ccc(F)cc43)cccc21, COC(=O)n1ncc2c(NC(=O)NC3CCOc4cc(C(C)(C)C)ccc43)cccc21, O. Yields the product O=C(Nc1cccc2[nH]ncc12)NC1CCOc2ccc(F)cc21. As a reaction SMILES: [CH3:1][O:2][C:3](=[O:4])[n:5]1[n:6][cH:7][c:8]2[c:9]([NH:14][C:15](=[O:16])[NH:17][CH:18]3[CH2:19][CH2:20][O:21][c:22]4[cH:23][cH:24][c:25]([F:28])[cH:26][c:27]43)[cH:10][cH:11][cH:12][c:13]12.[CH3:29][O:30][C:31]([n:32]1[c:33]2[c:34]([c:35]([NH:36][C:37]([NH:38][CH:39]3[c:40]4[c:41]([cH:42][c:43]([C:44]([CH3:45])([CH3:46])[CH3:47])[cH:48][cH:49]4)[O:50][CH2:51][CH2:52]3)=[O:53])[cH:54][cH:55][cH:56]2)[cH:57][n:58]1)=[O:59].[OH2:60]>>[nH:5]1[n:6][cH:7][c:8]2[c:9]([NH:14][C:15](=[O:16])[NH:17][CH:18]3[CH2:19][CH2:20][O:21][c:22]4[cH:23][cH:24][c:25]([F:28])[cH:26][c:27]43)[cH:10][cH:11][cH:12][c:13]12. The reactants are ClC1=C(C#N)C=CC(=C1)N([C@@H]1CN(C(C1)=O)CC=C)CC1=C(C=CC=C1)C (2-Chloro-4-{[(2-methylphenyl)methyl][(3S)-5-oxo-1-(2-propen-1-yl)-3-pyrrolidinyl]amino}benzonitrile), C[N+]1(CCOCC1)[O-] (4-methyl morpholine oxide), C1CCOC1.CC(C)(C)O.O (THF t-BuOH H2O). The reagents and catalysts are [Os](=O)(=O)(=O)=O.CC(C)(C)O (osmium tetroxide 2-methyl-2-propanol). Reaction conditions: time 18 hour. Yields the product ClC1=C(C#N)C=CC(=C1)N(CC1=C(C=CC=C1)C)[C@@H]1CN(C(C1)=O)CC(CO)O (2-Chloro-4-{[(3S)-1-(2,3-dihydroxypropyl)-5-oxo-3-pyrrolidinyl][(2-methylphenyl)methyl]amino}benzonitrile). The yield is 37.0%. Reaction SMILES: [Cl:1][C:2]1[CH:9]=[C:8]([N:10]([CH2:20][C:21]2[CH:26]=[CH:25][CH:24]=[CH:23][C:22]=2[CH3:27])[C@H:11]2[CH2:15][C:14](=[O:16])[N:13](CC=C)[CH2:12]2)[CH:7]=[CH:6][C:3]=1[C:4]#[N:5].C[N+]1([O-])CC[O:32]CC1.C1COCC1.[CH3:41][C:42]([OH:45])(C)[CH3:43].O>[Os](=O)(=O)(=O)=O.CC(O)(C)C>[Cl:1][C:2]1[CH:9]=[C:8]([N:10]([C@H:11]2[CH2:15][C:14](=[O:16])[N:13]([CH2:41][CH:42]([OH:45])[CH2:43][OH:32])[CH2:12]2)[CH2:20][C:21]2[CH:26]=[CH:25][CH:24]=[CH:23][C:22]=2[CH3:27])[CH:7]=[CH:6][C:3]=1[C:4]#[N:5] |f:2.3.4,5.6|. Procedure: 2-Chloro-4-{[(2-methylphenyl)methyl][(3S)-5-oxo-1-(2-propen-1-yl)-3-pyrrolidinyl]amino}benzonitrile (30.0 mg, 0.08 mmol) and 4-methyl morpholine oxide (37.5 mg, 0.16 mmol) were dissolved in a mixture of THF/t-BuOH/H2O (0.5 mL/0.2 mL/0.1 mL). To this solution was added an osmium tetroxide/2-methyl-2-propanol solution (2.5 wt %, 81.3 mg, 0.008 mmol), and the mixture stirred at room temperature for 18 h. The reaction mixture was quenched with 5% NaHSO3 (2 mL), and the organic layer was separated an...